Task: describe an organic reaction: reactants, conditions, products, and yield. Dataset: the Open Reaction Database (ORD), a public repository of structured organic reaction records Starting materials: C(=O)(OC)CCCCCCCC=O (8-carbomethoxyoctanal), [Cl-].ClC1=CC=C(C[P+](C2=CC=CC=C2)(C2=CC=CC=C2)C2=CC=CC=C2)C=C1 (4-chlorobenzyltriphenylphosphonium chloride), solution, C[Si]([N-][Si](C)(C)C)(C)C.[K+] (potassium hexamethyldisilazide), O (water). Solvent: O1CCCC1 (tetrahydrofuran), O1CCCC1 (tetrahydrofuran). Reaction conditions: temperature -78 celsius, time 2 hour. Yields the product COC(CCCCCCCC=CC1=CC=C(C=C1)Cl)=O (10-(4-chlorophenyl)-dec-9-enoic acid methyl ester). Isolated yield 12.8%. RXN SMILES: [Cl-].[Cl:2][C:3]1[CH:28]=[CH:27][C:6]([CH2:7][P+](C2C=CC=CC=2)(C2C=CC=CC=2)C2C=CC=CC=2)=[CH:5][CH:4]=1.C[Si](C)(C)[N-][Si](C)(C)C.[K+].[C:39]([CH2:43][CH2:44][CH2:45][CH2:46][CH2:47][CH2:48][CH2:49][CH:50]=O)([O:41][CH3:42])=[O:40].O>O1CCCC1>[CH3:42][O:41][C:39](=[O:40])[CH2:43][CH2:44][CH2:45][CH2:46][CH2:47][CH2:48][CH2:49][CH:50]=[CH:7][C:6]1[CH:5]=[CH:4][C:3]([Cl:2])=[CH:28][CH:27]=1 |f:0.1,2.3|. Reported procedure: To a solution of 18.2 g (43 mmol) of 4-chlorobenzyltriphenylphosphonium chloride in 200 mL of dry tetrahydrofuran at -78° C. is added dropwise, 30.7 mL (43 mmol) of a 1.4M solution of potassium hexamethyldisilazide in tetrahydrofuran. This is allowed to stir for 1 hour when 8.0 g (43 mmol) of 8-carbomethoxyoctanal is added dropwise. The solution is stirred at -78° C. for 2 hours, allowed to warm to room temperature, and stirred for 2 days. The reaction is worked up by adding water and extracting...